From a dataset of the Open Reaction Database (ORD), a public repository of structured organic reaction records. describe an organic reaction: reactants, conditions, products, and yield The reactants are CCOC(C)=O, CN1CCCC1=O, CCN(C(C)C)C(C)C, Clc1cnc(I)nc1, Cl, CS(=O)(=O)c1ccc(-n2nc(CO)c(OC3CCNCC3)cc2=O)cc1. Product: CS(=O)(=O)c1ccc(-n2nc(CO)c(OC3CCN(c4ncc(Cl)cn4)CC3)cc2=O)cc1. RXN SMILES: [CH3:45][CH2:46][O:47][C:48]([CH3:49])=[O:50].[CH3:51][N:52]1[CH2:53][CH2:54][CH2:55][C:56]1=[O:57].[CH:28]([N:29]([CH2:30][CH3:31])[CH:32]([CH3:33])[CH3:34])([CH3:35])[CH3:36].[Cl:37][c:38]1[cH:39][n:40][c:41]([I:44])[n:42][cH:43]1.[ClH:27].[OH:1][CH2:2][c:3]1[c:4]([O:20][CH:21]2[CH2:22][CH2:23][NH:24][CH2:25][CH2:26]2)[cH:5][c:6](=[O:19])[n:7](-[c:9]2[cH:10][cH:11][c:12]([S:15](=[O:16])(=[O:17])[CH3:18])[cH:13][cH:14]2)[n:8]1>>[OH:1][CH2:2][c:3]1[c:4]([O:20][CH:21]2[CH2:22][CH2:23][N:24]([c:41]3[n:40][cH:39][c:38]([Cl:37])[cH:43][n:42]3)[CH2:25][CH2:26]2)[cH:5][c:6](=[O:19])[n:7](-[c:9]2[cH:10][cH:11][c:12]([S:15](=[O:16])(=[O:17])[CH3:18])[cH:13][cH:14]2)[n:8]1. Reactants: O=C(NCCc1ccccc1Cl)c1cc(Br)ccc1Cl, O=C1CCCCN1, O=C([O-])[O-], [Cu]I, [K+], [K+], C1COCCO1. The product is O=C(NCCc1ccccc1Cl)c1cc(N2CCCCC2=O)ccc1Cl. RXN SMILES: [Br:1][c:2]1[cH:3][cH:4][c:5]([Cl:20])[c:6]([C:7](=[O:8])[NH:9][CH2:10][CH2:11][c:12]2[c:13]([Cl:18])[cH:14][cH:15][cH:16][cH:17]2)[cH:19]1.[C:21]1(=[O:27])[CH2:22][CH2:23][CH2:24][CH2:25][NH:26]1.[C:28](=[O:29])([O-:30])[O-:31].[Cu:34][I:35].[K+:32].[K+:33].[O:36]1[CH2:37][CH2:38][O:39][CH2:40][CH2:41]1>>[c:2]1([N:26]2[C:21](=[O:27])[CH2:22][CH2:23][CH2:24][CH2:25]2)[cH:3][cH:4][c:5]([Cl:20])[c:6]([C:7](=[O:8])[NH:9][CH2:10][CH2:11][c:12]2[c:13]([Cl:18])[cH:14][cH:15][cH:16][cH:17]2)[cH:19]1. Reactants: FC(C(=O)O)(F)F (trifluoroacetic acid), C([O-])(O)=O.[Na+] (sodium bicarbonate), CI (methyl iodide), C(C)(C)(C)OC(=O)N1C(CN(CC1)S(=O)(=O)C=1NC2=CC=C(C=C2C1)Cl)CC(NS(=O)(=O)C)=O (1-tert-butoxycarbonyl-4-[(5-chloroindol-2-yl)sulfonyl]-2-[(N-methylsulfonylcarbamoyl)methyl]piperazine). Run in CN(C=O)C (N,N-dimethylformamide), ClCCl (dichloromethane). Reaction conditions: time 8 hour. Yields the product FC(C(=O)O)(F)F.ClC=1C=C2C=C(NC2=CC1)S(=O)(=O)N1CC(NCC1)CC(N(S(=O)(=O)C)C)=O (1-[(5-Chloroindol-2-yl)sulfonyl]-3-[(N-methyl-N-methylsulfonylcarbamoyl)methyl]piperazine trifluoroacetate). RXN SMILES: C(OC([N:8]1[CH2:13][CH2:12][N:11]([S:14]([C:17]2[NH:18][C:19]3[C:24]([CH:25]=2)=[CH:23][C:22]([Cl:26])=[CH:21][CH:20]=3)(=[O:16])=[O:15])[CH2:10][CH:9]1[CH2:27][C:28](=[O:34])[NH:29][S:30]([CH3:33])(=[O:32])=[O:31])=O)(C)(C)C.[C:35](=O)(O)[O-].[Na+].CI.[F:42][C:43]([F:48])([F:47])[C:44]([OH:46])=[O:45]>CN(C)C=O.ClCCl>[F:42][C:43]([F:48])([F:47])[C:44]([OH:46])=[O:45].[Cl:26][C:22]1[CH:23]=[C:24]2[C:19](=[CH:20][CH:21]=1)[NH:18][C:17]([S:14]([N:11]1[CH2:12][CH2:13][NH:8][CH:9]([CH2:27][C:28](=[O:34])[N:29]([CH3:35])[S:30]([CH3:33])(=[O:32])=[O:31])[CH2:10]1)(=[O:15])=[O:16])=[CH:25]2 |f:1.2,7.8|. Procedure details: In N,N-dimethylformamide (10 ml) was dissolved 1-tert-butoxycarbonyl-4-[(5-chloroindol-2-yl)sulfonyl]-2-[(N-methylsulfonylcarbamoyl)methyl]piperazine (347 mg), followed by the addition of sodium bicarbonate (55 mg) and methyl iodide (0.05 ml). The resulting mixture was stirred overnight at room temperature. The reaction mixture was then concentrated under reduced pressure. Dichloromethane was added to the residue and the resulting mixture was washed successively with water and saturated aqueous ... Reactants: [OH-].[Li+] (lithium hydroxide), Cl (hydrochloric acid), ( iv ), CN1C(N(CC1C(=O)OC)C1CCN(CC1)C(=O)OC(C)(C)C)=O (1,1-dimethylethyl 4-{3-methyl-4-[(methyloxy)carbonyl]-2-oxo-1-imidazolidinyl}-1-piperidinecarboxylate). The solvent is O (water), C1CCOC1 (THF). Reaction conditions: temperature 0 celsius, time 90 minute. Product: CC(C)(C)OC(=O)N1CCC(CC1)N1C(N(C(C1)C(=O)O)C)=O (1-(1-{[(1,1-dimethylethyl)oxy]carbonyl}-4-piperidinyl)-3-methyl-2-oxo-4-imidazolidinecarboxylic acid). RXN SMILES: [CH3:1][N:2]1[CH:6]([C:7]([O:9]C)=[O:8])[CH2:5][N:4]([CH:11]2[CH2:16][CH2:15][N:14]([C:17]([O:19][C:20]([CH3:23])([CH3:22])[CH3:21])=[O:18])[CH2:13][CH2:12]2)[C:3]1=[O:24].[OH-].[Li+].Cl>C1COCC1.O>[CH3:23][C:20]([O:19][C:17]([N:14]1[CH2:13][CH2:12][CH:11]([N:4]2[CH2:5][CH:6]([C:7]([OH:9])=[O:8])[N:2]([CH3:1])[C:3]2=[O:24])[CH2:16][CH2:15]1)=[O:18])([CH3:21])[CH3:22] |f:1.2|. Procedure: A solution of 1,1-dimethylethyl 4-oxo-1-piperidinecarboxylate (3.0 g, 15 mmol) in THF (45 ml) was stirred at −78° C. under argon. Lithium hexamethyldisilazide (15 ml, 15 mmol, 1M solution in THF) was added dropwise and the reaction was stirred at −78° C. for 1 hour. A solution of 1,1,1-trifluoro-N-phenyl-N-[(trifluoromethyl)sulfonyl]methanesulfonamide (6.43 g, 18 mmol) in THF (12 ml) was added dropwise. The reaction was allowed to warm to room temperature over 2 hours. The reaction was quenched ... Reactants: N#CC(c1ccccc1)(c1ccccc1)C(Br)CBr, C1CCOC1, [Cl-], [NH4+]. Yields the product C#CC(C#N)(c1ccccc1)c1ccccc1. RXN SMILES: [Br:1][CH:2]([C:3]([C:4]#[N:5])([c:6]1[cH:7][cH:8][cH:9][cH:10][cH:11]1)[c:12]1[cH:13][cH:14][cH:15][cH:16][cH:17]1)[CH2:18][Br:19].[CH2:22]1[O:23][CH2:24][CH2:25][CH2:26]1.[Cl-:20].[NH4+:21]>>[C:2]([C:3]([C:4]#[N:5])([c:6]1[cH:7][cH:8][cH:9][cH:10][cH:11]1)[c:12]1[cH:13][cH:14][cH:15][cH:16][cH:17]1)#[CH:18]. The product is Cl.Cl.NCC=1C=C(C=CC1N1C=CC=C1)NC(SCC)=N (N-(3-aminomethyl-4-(pyrrol-1-yl)phenyl)-S-ethylisothiourea dihydrochloride). As a reaction SMILES: C(OC([N:8]([CH2:16][C:17]1[CH:18]=[C:19]([NH:28][C:29](=[NH:33])[S:30][CH2:31][CH3:32])[CH:20]=[CH:21][C:22]=1[N:23]1[CH:27]=[CH:26][CH:25]=[CH:24]1)C(OC(C)(C)C)=O)=O)(C)(C)C.[ClH:34]>>[ClH:34].[ClH:34].[NH2:8][CH2:16][C:17]1[CH:18]=[C:19]([NH:28][C:29](=[NH:33])[S:30][CH2:31][CH3:32])[CH:20]=[CH:21][C:22]=1[N:23]1[CH:24]=[CH:25][CH:26]=[CH:27]1 |f:2.3.4|. Starting materials: C(C)(C)(C)OC(=O)N(C(=O)OC(C)(C)C)CC=1C=C(C=CC1N1C=CC=C1)NC(SCC)=N (N-(3-(di-(tert-butoxycarbonyl)aminomethyl)-4-(pyrrol-1-yl)phenyl)-S-ethylisothiourea), Cl (HCl). Run at time 1 hour. Reported procedure: A mixture of the compound (40 mg) obtained in Example 1g and 4 N HCl (10 ml) was stirred at room temperature for 1 hour and then concentrated at reduced pressure to give the titled compound (28 mg; yield, 96%). The yield is 96.0%. Reactants: C(C)OC1=CC(=C(C=C1)[N+](=O)[O-])C (4-Ethoxy-2-methyl-1-nitrobenzene), CO (MeOH). The reagents and catalysts are [Pd] (Pd/C). The solvent is CCOC(=O)C (EtOAc). Run at time 4 hour. The product is C(C)OC1=CC(=C(N)C=C1)C (4-ethoxy-2-methylaniline). The yield is 92.0%. RXN SMILES: [CH2:1]([O:3][C:4]1[CH:9]=[CH:8][C:7]([N+:10]([O-])=O)=[C:6]([CH3:13])[CH:5]=1)[CH3:2].CO>CCOC(C)=O.[Pd]>[CH2:1]([O:3][C:4]1[CH:9]=[CH:8][C:7]([NH2:10])=[C:6]([CH3:13])[CH:5]=1)[CH3:2]. Procedure details: Compound 404a (250 mg, 1.38 mmol) was dissolved in EtOAc (10 mL) and MeOH (10 mL) and transferred to a 250 mL hydrogenation flask. 10% Pd/C (25 mg, 10% w/w) was added and the sample was hydrogenated for 4 h at 35 psi H2. Upon completion, the mixture was filtered over a bed of Celite and then concentrated in vacuo. The residue was dissolved in EtOAc (50 mL) and washed with NaHCO3 (50 mL×3). The organic layer was dried over Na2SO4 to yield a dark-red oil (192 mg, 92%): TLC Rf 0.30 (20% EtOAc/hexan...